From a dataset of the Open Reaction Database (ORD), a public repository of structured organic reaction records. describe an organic reaction: reactants, conditions, products, and yield RXN SMILES: [Br:1][C:2]1[CH:7]=[CH:6][CH:5]=[CH:4][C:3]=1[CH2:8][CH2:9][OH:10].[Cr](Cl)([O-])(=O)=O.[NH+]1C=CC=CC=1.CCOCC>C(Cl)Cl>[Br:1][C:2]1[CH:7]=[CH:6][CH:5]=[CH:4][C:3]=1[CH2:8][CH:9]=[O:10] |f:1.2|. Run at time 15 hour. The solvent is C(Cl)Cl (methylene chloride), C(Cl)Cl (methylene chloride). Procedure: A solution of 9.11 grams (0.045 mole) of 2-(2-bromophenyl)ethanol in 35 milliliters of methylene chloride was added to a stirred suspension of 14.62 grams (0.063 mole) of pyridinium chlorochromate in 75 milliliters of methylene chloride at ambient temperature whereupon a slightly exothermic reaction took place with the formation of a black reaction mixture. Stirring was continued for 15 hours at ambient temperature; then 150 milliliters of ether was added and the mixture filtered through silica ... Starting materials: CCOCC (ether), BrC1=C(C=CC=C1)CCO (2-(2-bromophenyl)ethanol), [Cr](=O)(=O)([O-])Cl.[NH+]1=CC=CC=C1 (pyridinium chlorochromate). Product: BrC1=C(C=CC=C1)CC=O (2-(2-Bromophenyl)acetaldehyde). The reactants are COC(C(=O)NC1=C(C(=CC=C1)OCCCOC1=C(C(=C(C=C1)C(C)=O)O)CCC)C)=O (N-{3-[3-(4-acetyl-3-hydroxy-2-n-propylphenoxy)-propoxy]-2-methylphenyl}-oxamic acid methyl ester). The solvent is C1(=CC=CC=C1)C (toluene). Product: C(C)(=O)C1=C(C(=C(OCCCOC=2C(=C(C=CC2)NC(C(=O)O)=O)C)C=C1)CCC)O (N-{3-[3-(4-acetyl-3-hydroxy-2-n-propylphenoxy)-propoxy]-2-methylphenyl}-oxamic acid). RXN SMILES: C[O:2][C:3](=[O:32])[C:4]([NH:6][C:7]1[CH:12]=[CH:11][CH:10]=[C:9]([O:13][CH2:14][CH2:15][CH2:16][O:17][C:18]2[CH:23]=[CH:22][C:21]([C:24](=[O:26])[CH3:25])=[C:20]([OH:27])[C:19]=2[CH2:28][CH2:29][CH3:30])[C:8]=1[CH3:31])=[O:5]>C1(C)C=CC=CC=1>[C:24]([C:21]1[CH:22]=[CH:23][C:18]([O:17][CH2:16][CH2:15][CH2:14][O:13][C:9]2[C:8]([CH3:31])=[C:7]([NH:6][C:4](=[O:5])[C:3]([OH:32])=[O:2])[CH:12]=[CH:11][CH:10]=2)=[C:19]([CH2:28][CH2:29][CH3:30])[C:20]=1[OH:27])(=[O:26])[CH3:25]. Procedure: In analogous manner, starting from N-{3-[3-(4-acetyl-3-hydroxy-2-n-propylphenoxy)-propoxy]-2-methylphenyl}-oxamic acid methyl ester there is obtained N-{3-[3-(4-acetyl-3-hydroxy-2-n-propylphenoxy)-propoxy]-2-methylphenyl}-oxamic acid having a melting point of 146°-148° (toluene) and the triethanolammonium salt thereof having a melting point of 114°-115°, Reactants: N1(CCCCC1)CC=1C=C(OCCCNC(CSCCN)=O)C=CC1 (N-[3-[3-(piperidinomethyl)phenoxy]propyl]-2-(2-aminoethylthio)acetamide), CN=C=S (methyl isothiocyanate). The solvent is C(Cl)(Cl)Cl (chloroform), C(Cl)(Cl)Cl (chloroform). Yields the product N1(CCCCC1)CC=1C=C(OCCCNC(CSCCNC(=S)NC)=O)C=CC1 (N-[3-[3-(piperidinomethyl)phenoxy]propyl]-2-[2-(N'-methylthioureido)ethylthio]acetamide). The yield is 36.1%. RXN SMILES: [N:1]1([CH2:7][C:8]2[CH:9]=[C:10]([CH:23]=[CH:24][CH:25]=2)[O:11][CH2:12][CH2:13][CH2:14][NH:15][C:16](=[O:22])[CH2:17][S:18][CH2:19][CH2:20][NH2:21])[CH2:6][CH2:5][CH2:4][CH2:3][CH2:2]1.[CH3:26][N:27]=[C:28]=[S:29]>C(Cl)(Cl)Cl>[N:1]1([CH2:7][C:8]2[CH:9]=[C:10]([CH:23]=[CH:24][CH:25]=2)[O:11][CH2:12][CH2:13][CH2:14][NH:15][C:16](=[O:22])[CH2:17][S:18][CH2:19][CH2:20][NH:21][C:28]([NH:27][CH3:26])=[S:29])[CH2:6][CH2:5][CH2:4][CH2:3][CH2:2]1. Procedure: There was dissolved 3.0 g (0.0082 mol) of N-[3-[3-(piperidinomethyl)phenoxy]propyl]-2-(2-aminoethylthio)acetamide in 50 ml of chloroform. Thereto was added dropwise a solution of 0.6 g (0.0082 mol) of methyl isothiocyanate in 10 ml of chloroform, and then the mixture was refluxed with heating for 2 hours. The solvent was removed under reduced pressure and the residue was purified by silica gel column chromatography (chloroform:methanol=10:1) to give 1.3 g of the titled compound as oily matter. Starting materials: C(C=C)OC(=O)N[C@@H](C(C)C(F)(F)F)C(=O)NC=1C=C(C=CC1Cl)C[C@H](C(=O)OCC)C (ethyl (2R)-3-[3-({N-[(allyloxy)carbonyl]-4,4,4-trifluorovalyl}amino)-4-chlorophenyl]-2-methylpropanoate), CC1(CC(=O)CC(=O)C1)C (dimedone). Reagents/catalysts: C=1C=CC(=CC1)[P](C=2C=CC=CC2)(C=3C=CC=CC3)[Pd]([P](C=4C=CC=CC4)(C=5C=CC=CC5)C=6C=CC=CC6)([P](C=7C=CC=CC7)(C=8C=CC=CC8)C=9C=CC=CC9)[P](C=1C=CC=CC1)(C=1C=CC=CC1)C=1C=CC=CC1 (tetrakis(triphenylphosphine)palladium(0)). Run in C1CCOC1 (THF). Conditions: time 30 minute. Yields the product ClC1=C(C=C(C=C1)C[C@H](C(=O)OCC)C)NC([C@@H](N)C(C)C(F)(F)F)=O (Ethyl (2R)-3-{4-chloro-3-[(4,4,4-trifluorovalyl)amino]phenyl}-2-methylpropanoate). Reaction SMILES: C(OC([NH:7][C@H:8]([C:15]([NH:17][C:18]1[CH:19]=[C:20]([CH2:25][C@@H:26]([CH3:32])[C:27]([O:29][CH2:30][CH3:31])=[O:28])[CH:21]=[CH:22][C:23]=1[Cl:24])=[O:16])[CH:9]([C:11]([F:14])([F:13])[F:12])[CH3:10])=O)C=C.CC1(C)CC(=O)CC(=O)C1>C1C=CC([P]([Pd]([P](C2C=CC=CC=2)(C2C=CC=CC=2)C2C=CC=CC=2)([P](C2C=CC=CC=2)(C2C=CC=CC=2)C2C=CC=CC=2)[P](C2C=CC=CC=2)(C2C=CC=CC=2)C2C=CC=CC=2)(C2C=CC=CC=2)C2C=CC=CC=2)=CC=1.C1COCC1>[Cl:24][C:23]1[CH:22]=[CH:21][C:20]([CH2:25][C@@H:26]([CH3:32])[C:27]([O:29][CH2:30][CH3:31])=[O:28])=[CH:19][C:18]=1[NH:17][C:15](=[O:16])[C@H:8]([CH:9]([C:11]([F:14])([F:13])[F:12])[CH3:10])[NH2:7] |^1:46,48,67,86|. Reported procedure: 1.40 g (2.92 mmol) of ethyl (2R)-3-[3-({N-[(allyloxy)carbonyl]-4,4,4-trifluorovalyl}amino)-4-chlorophenyl]-2-methylpropanoate (Example 38A, mixture of 4 isomers) and 3.28 g (23.4 mmol) of dimedone were initially charged in 10 ml of abs. THF. At RT, the solution was deoxygenated by passing through argon for 30 min. Subsequently 67.6 mg (0.058 mmol) of tetrakis(triphenylphosphine)palladium(0) were added and the mixture was stirred at RT overnight. After dilution with ethyl acetate, the mixture was... The reactants are BrC1=NC(=CC=C1)Br (2,6-dibromopyridine), N-methylethanol, O (Water). Product: BrC1=CC=CC(=N1)N(CCO)C (2-[(6-bromopyridin-2-yl)(methyl)amino]ethanol). RXN SMILES: Br[C:2]1[CH:7]=[CH:6][CH:5]=[C:4]([Br:8])[N:3]=1.[OH2:9]>>[Br:8][C:4]1[N:3]=[C:2]([N:3]([CH3:4])[CH2:2][CH2:7][OH:9])[CH:7]=[CH:6][CH:5]=1. Procedure details: 7.45 g of 2,6-dibromopyridine and 12 mL of N-methylethanol were stirred overnight at 140° C. Water was added to the reaction liquid, extracted with ethyl acetate, washed with saturated saline water, and dried with anhydrous magnesium sulfate. After concentrated under reduced pressure, the residue was purified through silica gel column chromatography (hexane/ethyl acetate=1/1) to obtain 3.98 g of the entitled compound as a colorless oily substance. The reactants are O=C(O)CC(NC(=O)OCc1ccccc1)C(=O)O, CC(=O)OC(C)=O. Yields the product O=C1CC(NC(=O)OCc2ccccc2)C(=O)O1. As a reaction SMILES: [C:1](=[O:2])([O:3][CH2:4][c:5]1[cH:6][cH:7][cH:8][cH:9][cH:10]1)[NH:11][CH:12]([CH2:13][C:14](=[O:15])[OH:16])[C:17](=[O:18])[OH:19].[CH3:20][C:21]([O:22][C:23](=[O:24])[CH3:25])=[O:26]>>[C:1](=[O:2])([O:3][CH2:4][c:5]1[cH:6][cH:7][cH:8][cH:9][cH:10]1)[NH:11][CH:12]1[CH2:13][C:14](=[O:16])[O:19][C:17]1=[O:18]. The reactants are COc1ccccc1-c1ccc(CC(=O)O)c([N+](=O)[O-])c1, [Fe]. The product is COc1ccccc1-c1ccc2c(c1)NC(=O)C2. Reaction SMILES: [CH3:1][O:2][c:3]1[c:4](-[c:9]2[cH:10][c:11]([N+:19]([O-:20])=[O:21])[c:12]([CH2:15][C:16](=[O:17])[OH:18])[cH:13][cH:14]2)[cH:5][cH:6][cH:7][cH:8]1.[Fe:22]>>[CH3:1][O:2][c:3]1[c:4](-[c:9]2[cH:10][c:11]3[c:12]([cH:13][cH:14]2)[CH2:15][C:16](=[O:17])[NH:19]3)[cH:5][cH:6][cH:7][cH:8]1. The reactants are CC(C)(C)OC(=O)NC(Cc1ccccc1)C(O)CN, O=C(Cl)OCc1ccccc1, CN(C)C=O. The product is CC(C)(C)OC(=O)NC(Cc1ccccc1)C(O)CNC(=O)OCc1ccccc1. RXN SMILES: [C:1]([CH3:2])([CH3:3])([CH3:4])[O:5][C:6]([NH:7][CH:8]([CH:9]([CH2:10][NH2:11])[OH:12])[CH2:13][c:14]1[cH:15][cH:16][cH:17][cH:18][cH:19]1)=[O:20].[Cl:21][C:22](=[O:23])[O:24][CH2:25][c:26]1[cH:27][cH:28][cH:29][cH:30][cH:31]1.[O:32]=[CH:33][N:34]([CH3:35])[CH3:36]>>[C:1]([CH3:2])([CH3:3])([CH3:4])[O:5][C:6]([NH:7][CH:8]([CH:9]([CH2:10][NH:11][C:22](=[O:23])[O:24][CH2:25][c:26]1[cH:27][cH:28][cH:29][cH:30][cH:31]1)[OH:12])[CH2:13][c:14]1[cH:15][cH:16][cH:17][cH:18][cH:19]1)=[O:20]. Reactants: C[C@@H](C(N1CCCC1)=O)OC([C@H](OC1=CC(=CC=C1)C(F)(F)F)C1=CC=C(C=C1)Cl)=O ((4-chloro-phenyl)-(R)-(3-trifluoromethyl-phenoxy)-acetic acid 1-(S)-methyl-2-oxo-2-pyrrolidin-1-yl-ethyl ester), O (water), Cl (HCl). Solvent: C1(=CC=CC=C1)C (toluene). Run at temperature 80 celsius. The product is ClC1=CC=C(C=C1)C(C(=O)O)OC1=CC(=CC=C1)C(F)(F)F ((−)-(4-Chloro-phenyl)-(3-trifluoromethyl-phenoxy)-acetic acid). RXN SMILES: C[C@H]([O:10][C:11](=[O:31])[C@@H:12]([C:24]1[CH:29]=[CH:28][C:27]([Cl:30])=[CH:26][CH:25]=1)[O:13][C:14]1[CH:19]=[CH:18][CH:17]=[C:16]([C:20]([F:23])([F:22])[F:21])[CH:15]=1)C(=O)N1CCCC1.O.Cl>C1(C)C=CC=CC=1>[Cl:30][C:27]1[CH:26]=[CH:25][C:24]([CH:12]([O:13][C:14]2[CH:19]=[CH:18][CH:17]=[C:16]([C:20]([F:21])([F:22])[F:23])[CH:15]=2)[C:11]([OH:31])=[O:10])=[CH:29][CH:28]=1. Reported procedure: To the residue prepared in STEP C above was added water (10 g) and a 36-38% HCl solution (60 g). The resulting biphasic mixture was stirred at 80° C. for between about 4 and about 8 hours (till completion of the hydrolysis as determined by HPLC) The resulting mixture was then cooled to 60° C. and toluene (125 mL) added. The aqueous phase was discarded and the organic phase washed with water (50 mL). Toluene (about 80 g) was removed by distillation to dry the organic phase. The resulting solution... The reactants are O (water), OC1=C(C=C(C(=O)OC)C=C1)[N+](=O)[O-] (methyl 4-hydroxy-3-nitrobenzoate), ICl (iodine monochloride). Product: OC1=C(C=C(C(=O)OC)C=C1[N+](=O)[O-])I (Methyl 4-hydroxy-3-iodo-5-nitrobenzoate). RXN SMILES: [OH:1][C:2]1[CH:11]=[CH:10][C:5]([C:6]([O:8][CH3:9])=[O:7])=[CH:4][C:3]=1[N+:12]([O-:14])=[O:13].[I:15]Cl.O>C(O)(=O)C>[OH:1][C:2]1[C:3]([N+:12]([O-:14])=[O:13])=[CH:4][C:5]([C:6]([O:8][CH3:9])=[O:7])=[CH:10][C:11]=1[I:15]. Run at temperature 100 celsius, time 1.5 hour. Run in C(C)(=O)O (acetic acid), C(C)(=O)O (acetic acid). Procedure details: To a solution of methyl 4-hydroxy-3-nitrobenzoate (2.0 g) in acetic acid (15 mL) was added iodine monochloride (1.65 mg) in acetic acid, and the mixture was stirred at 100° C. for 1.5 h. After cooling to room temperature, the mixture was poured into water (200 mL), and stirred for 30 min. The mixture was filtered and washed with water and hexanes. The yellow powder was collected by filtration and dried in vacuum oven overnight to give 2.99 g of the title compound: 1H NMR (300 MHz, CDCl3) δ 11.68... Isolated yield 91075.4%.